This data is from the Open Reaction Database (ORD), a public repository of structured organic reaction records. The task is: describe an organic reaction: reactants, conditions, products, and yield Starting materials: BrCc1ccccc1, CC(C)=O, [K+], [K+], O=C([O-])[O-], O=Cc1ccc(O)c(O)c1. Yields the product O=Cc1ccc(OCc2ccccc2)c(O)c1. As a reaction SMILES: [Br:11][CH2:12][c:13]1[cH:14][cH:15][cH:16][cH:17][cH:18]1.[CH3:25][C:26](=[O:27])[CH3:28].[K+:19].[K+:20].[O-:21][C:22]([O-:23])=[O:24].[OH:1][c:2]1[cH:3][c:4]([CH:5]=[O:6])[cH:7][cH:8][c:9]1[OH:10]>>[OH:1][c:2]1[cH:3][c:4]([CH:5]=[O:6])[cH:7][cH:8][c:9]1[O:10][CH2:12][c:13]1[cH:14][cH:15][cH:16][cH:17][cH:18]1. The reactants are COC1=CC2=C(CCC(C(S2)C(=O)OC)=O)C=C1 (methyl 8-methoxy-3-oxo-2,3,4,5-tetrahydro-1-benzothiepin-2-carboxylate), BrCCCCl (1-bromo-3-chloropropane), [I-].[K+] (potassium iodide), C([O-])([O-])=O.[K+].[K+] (potassium carbonate). Solvent: C(C)#N (acetonitrile). Conditions: temperature 85 celsius, time 5 hour. The product is ClCCCC1(SC2=C(CCC1=O)C=CC(=C2)OC)C(=O)OC (methyl 2-(3-chloropropyl)-8-methoxy-3-oxo-2,3,4,5-tetrahydro-1-benzothiepin-2-carboxylate). Isolated yield 69.9%. As a reaction SMILES: [CH3:1][O:2][C:3]1[CH:18]=[CH:17][C:6]2[CH2:7][CH2:8][C:9](=[O:16])[CH:10]([C:12]([O:14][CH3:15])=[O:13])[S:11][C:5]=2[CH:4]=1.Br[CH2:20][CH2:21][CH2:22][Cl:23].[I-].[K+].C(=O)([O-])[O-].[K+].[K+]>C(#N)C>[Cl:23][CH2:22][CH2:21][CH2:20][C:10]1([C:12]([O:14][CH3:15])=[O:13])[C:9](=[O:16])[CH2:8][CH2:7][C:6]2[CH:17]=[CH:18][C:3]([O:2][CH3:1])=[CH:4][C:5]=2[S:11]1 |f:2.3,4.5.6|. Reported procedure: To a mixture of 11 g of methyl 3-(2-hydroxy-4-methoxyphenyl)propionate, 9.5 g of trimethylenediamine and 45 ml of N,N-dimethylformamide, a solution of 7.5 g of N,N-dimethylthiocarbamoyl chloride in 15 ml of N,N-dimethylformamide is added dropwise with stirring. After stirring for 13 hours at room temperature, the reaction mixture is poured into ice water and extracted with ethyl acetate. The organic layer is washed with water, dried over anhydrous sodium sulfate, and evaporated under reduced pre... The reactants are CC1=CC(=NC=C1)C=CC1=NN(C2=CC(=CC=C12)NC1=C(C(=O)O)C=CC=C1)C1OCCCC1 (2-[3-[2-(4-methyl-pyridin-2-yl)-vinyl]-1-(tetrahydro-pyran-2-yl)-1H-indazol-6-ylamino]-benzoic acid), C(C)(C)(C)[Si](OCC#CCN)(C)C (4-(tert-Butyl-dimethyl -silanyloxy)-but-2-ynylamine). Product: OCC#CCNC(C1=C(C=CC=C1)NC1=CC=C2C(=NN(C2=C1)C1OCCCC1)C=CC1=NC=CC(=C1)C)=O (N-(4-Hydroxy-but-2-ynyl)-2-[3-[2-(4-methyl-pyridin-2-yl)-vinyl]-1-(tetrahydro-pyran-2-yl)-1H-indazol-6-ylamino]-benzamide). RXN SMILES: [CH3:1][C:2]1[CH:7]=[CH:6][N:5]=[C:4]([CH:8]=[CH:9][C:10]2[C:18]3[C:13](=[CH:14][C:15]([NH:19][C:20]4[CH:28]=[CH:27][CH:26]=[CH:25][C:21]=4[C:22](O)=[O:23])=[CH:16][CH:17]=3)[N:12]([CH:29]3[CH2:34][CH2:33][CH2:32][CH2:31][O:30]3)[N:11]=2)[CH:3]=1.C([Si](C)(C)[O:40][CH2:41][C:42]#[C:43][CH2:44][NH2:45])(C)(C)C>>[OH:40][CH2:41][C:42]#[C:43][CH2:44][NH:45][C:22](=[O:23])[C:21]1[CH:25]=[CH:26][CH:27]=[CH:28][C:20]=1[NH:19][C:15]1[CH:14]=[C:13]2[C:18]([C:10]([CH:9]=[CH:8][C:4]3[CH:3]=[C:2]([CH3:1])[CH:7]=[CH:6][N:5]=3)=[N:11][N:12]2[CH:29]2[CH2:34][CH2:33][CH2:32][CH2:31][O:30]2)=[CH:17][CH:16]=1. Reported procedure: Prepared in a similar manner to that described for Example 6 except using 2-[3-[2-(4-methyl-pyridin-2-yl)-vinyl]-1-(tetrahydro-pyran-2-yl)-1H-indazol-6-ylamino]-benzoic acid and 4-(tert-Butyl-dimethyl -silanyloxy)-but-2-ynylamine. 1H NMR (CDCl3): δ 9.48 (H, s), 8.46 (1H, d, J=5.3 Hz), 7.92 (1H, d, J=9.0 Hz), 7.83 (1H, d, J=16.2 Hz), 7.52 (1H, d, J=16.6 Hz), 7.46–7.41 (2H, m), 7.34–7.31 (3H, m), 7.12 (1H, dd, J=8.7, 1.9 Hz), 6.99 (1H, d, J=4.9 Hz), 6.81 (1H, t, J=6.8 Hz), 6.40 (1H, t, J=4.9 Hz), ... The reactants are CN1CCc2[nH]c3ccc(Cl)cc3c2CC1, O=C(CCl)N1CCCCC1, [Cu]I, [K+], [K+], [K+], CN(C)C=O, O=C(O)C1CCCN1, O=P([O-])([O-])[O-]. Yields the product CN1CCc2c(n(CC(=O)N3CCCCC3)c3ccc(Cl)cc23)CC1. Reaction SMILES: [Cl:1][c:2]1[cH:3][c:4]2[c:5]3[c:6]([nH:7][c:8]2[cH:9][cH:10]1)[CH2:11][CH2:12][N:13]([CH3:16])[CH2:14][CH2:15]3.[Cl:33][CH2:34][C:35](=[O:36])[N:37]1[CH2:38][CH2:39][CH2:40][CH2:41][CH2:42]1.[Cu:43][I:44].[K+:30].[K+:31].[K+:32].[O:45]=[CH:46][N:47]([CH3:48])[CH3:49].[OH:17][C:18]([CH:19]1[NH:20][CH2:21][CH2:22][CH2:23]1)=[O:24].[P:25]([O-:26])([O-:27])([O-:28])=[O:29]>>[Cl:1][c:2]1[cH:3][c:4]2[c:5]3[c:6]([n:7]([CH2:34][C:35](=[O:36])[N:37]4[CH2:38][CH2:39][CH2:40][CH2:41][CH2:42]4)[c:8]2[cH:9][cH:10]1)[CH2:11][CH2:12][N:13]([CH3:16])[CH2:14][CH2:15]3. The reactants are C(=C)C1=CC=NC=C1 (4-(1-ethenyl)pyridine), N1CCC(CC1)NC=1OC2=C(N1)C=CC=C2 (N-(4-piperidinyl)-2-benzoxazolamine). Run in C(CCC)O (1-butanol). Product: N1=CC=C(C=C1)CCN1CCC(CC1)NC=1OC2=C(N1)C=CC=C2 (N-[1-[2-(4-pyridinyl)ethyl]-4-piperidinyl]-2-benzoxazolamine). Yield: 62.0%. RXN SMILES: [CH:1]([C:3]1[CH:8]=[CH:7][N:6]=[CH:5][CH:4]=1)=[CH2:2].[NH:9]1[CH2:14][CH2:13][CH:12]([NH:15][C:16]2[O:17][C:18]3[CH:24]=[CH:23][CH:22]=[CH:21][C:19]=3[N:20]=2)[CH2:11][CH2:10]1>C(O)CCC>[N:6]1[CH:7]=[CH:8][C:3]([CH2:1][CH2:2][N:9]2[CH2:10][CH2:11][CH:12]([NH:15][C:16]3[O:17][C:18]4[CH:24]=[CH:23][CH:22]=[CH:21][C:19]=4[N:20]=3)[CH2:13][CH2:14]2)=[CH:4][CH:5]=1. Procedure: A mixture of 3.2 parts of 4-(1-ethenyl)pyridine, 2.1 parts of N-(4-piperidinyl)-2-benzoxazolamine and 80 parts of 1-butanol was stirred and refluxed for 48 hours. The reaction mixture was evaporated. The residue was purified by column chromatography over silica gel using a mixture of trichloromethane and methanol (97:3 by volume) saturated with ammonia, as eluent. The pure fractions were collected and the eluent was evaporated. The residue was crystallized from 2,2'-oxybispropane, yielding 2 par... The reactants are [OH-].[Ba+2].[OH-] (barium hydroxide), C(C)(=O)C(C(=O)OCC)C(C(CC(Cl)(Cl)Cl)Cl)(C)C (ethyl 2-acetyl-4,6,6,6-tetrachloro-3,3-dimethylhexanoate), Cl (hydrogen chloride). Solvent: C(C)O (ethanol). Conditions: time 2 hour. Product: C(C)(=O)C1(C(C1(C)C)CC(Cl)(Cl)Cl)C(=O)OCC (ethyl 1-acetyl-2-(2,2,2-trichloroethyl)-3,3-dimethylcyclopropanecarboxylate). Yield: 82.4%. As a reaction SMILES: [OH-].[Ba+2].[OH-].[C:4]([CH:7]([C:13]([CH3:22])([CH3:21])[CH:14](Cl)[CH2:15][C:16]([Cl:19])([Cl:18])[Cl:17])[C:8]([O:10][CH2:11][CH3:12])=[O:9])(=[O:6])[CH3:5].Cl>C(O)C>[C:4]([C:7]1([C:8]([O:10][CH2:11][CH3:12])=[O:9])[C:13]([CH3:22])([CH3:21])[CH:14]1[CH2:15][C:16]([Cl:19])([Cl:18])[Cl:17])(=[O:6])[CH3:5] |f:0.1.2|. Procedure: Anhydrous barium hydroxide (0.86 g) was added to 10 ml of absolute ethanol, and 1.76 g of ethyl 2-acetyl-4,6,6,6-tetrachloro-3,3-dimethylhexanoate was then added thereto, while the reaction mixture was cooled with ice. After stirring at room temperature for 2 hours, the mixture was rendered neutral with an ethereal hydrogen chloride, while cooled with ice, the solvent was distilled off. The resulting residue was dissolved in diethyl ether, and the solution was washed successively with water, aqu... The reactants are Brc1ccc(COc2ccccc2)cc1, [Li]CCCC, O=CN1CCOCC1, C1CCOC1. The product is O=Cc1ccc(COc2ccccc2)cc1. Reaction SMILES: [Br:1][c:2]1[cH:3][cH:4][c:5]([CH2:8][O:9][c:10]2[cH:11][cH:12][cH:13][cH:14][cH:15]2)[cH:6][cH:7]1.[CH2:16]([Li:17])[CH2:18][CH2:19][CH3:20].[CH:21](=[O:22])[N:23]1[CH2:24][CH2:25][O:26][CH2:27][CH2:28]1.[O:29]1[CH2:30][CH2:31][CH2:32][CH2:33]1>>[c:2]1([CH:21]=[O:22])[cH:3][cH:4][c:5]([CH2:8][O:9][c:10]2[cH:11][cH:12][cH:13][cH:14][cH:15]2)[cH:6][cH:7]1.